This data is from the Open Reaction Database (ORD), a public repository of structured organic reaction records. The task is: describe an organic reaction: reactants, conditions, products, and yield Starting materials: BrC1=NC=CC(=C1)NC(C1=C(C=CC=C1Cl)Cl)=O (N-(2-bromopyridin-4-yl)-2,6-dichlorobenzamide), CN1N=C(C=C1)N (1-methyl-1H-pyrazol-3-amine), CC1(C2=C(C(=CC=C2)P(C3=CC=CC=C3)C4=CC=CC=C4)OC5=C(C=CC=C51)P(C6=CC=CC=C6)C7=CC=CC=C7)C (XantPhos), C(=O)([O-])[O-].[Cs+].[Cs+] (Cs2CO3). The reagents and catalysts are C=1C=CC(=CC1)/C=C/C(=O)/C=C/C2=CC=CC=C2.C=1C=CC(=CC1)/C=C/C(=O)/C=C/C2=CC=CC=C2.C=1C=CC(=CC1)/C=C/C(=O)/C=C/C2=CC=CC=C2.[Pd].[Pd] (Pd2(dba)3). Solvent: O1CCOCC1 (dioxane). Yields the product ClC1=C(C(=O)NC2=CC(=NC=C2)NC2=NN(C=C2)C)C(=CC=C1)Cl (2,6-dichloro-N-(2-(1-methyl-1H-pyrazol-3-ylamino)pyridin-4-yl)benzamide). Isolated yield 23.0%. RXN SMILES: Br[C:2]1[CH:7]=[C:6]([NH:8][C:9](=[O:18])[C:10]2[C:15]([Cl:16])=[CH:14][CH:13]=[CH:12][C:11]=2[Cl:17])[CH:5]=[CH:4][N:3]=1.[CH3:19][N:20]1[CH:24]=[CH:23][C:22]([NH2:25])=[N:21]1.CC1(C)C2C(=C(P(C3C=CC=CC=3)C3C=CC=CC=3)C=CC=2)OC2C(P(C3C=CC=CC=3)C3C=CC=CC=3)=CC=CC1=2.C([O-])([O-])=O.[Cs+].[Cs+]>C1C=CC(/C=C/C(/C=C/C2C=CC=CC=2)=O)=CC=1.C1C=CC(/C=C/C(/C=C/C2C=CC=CC=2)=O)=CC=1.C1C=CC(/C=C/C(/C=C/C2C=CC=CC=2)=O)=CC=1.[Pd].[Pd].O1CCOCC1>[Cl:17][C:11]1[CH:12]=[CH:13][CH:14]=[C:15]([Cl:16])[C:10]=1[C:9]([NH:8][C:6]1[CH:5]=[CH:4][N:3]=[C:2]([NH:25][C:22]2[CH:23]=[CH:24][N:20]([CH3:19])[N:21]=2)[CH:7]=1)=[O:18] |f:3.4.5,6.7.8.9.10|. Procedure: To a microwave tube were added N-(2-bromopyridin-4-yl)-2,6-dichlorobenzamide (0.12 g, 0.36 mmol), 1-methyl-1H-pyrazol-3-amine (0.045 g, 0.46 mmol), Pd2(dba)3 (0.031 g, 0.033 mmol), XantPhos (0.031 g, 0.052 mmol), Cs2CO3 (0.31 g, 0.94 mmol) and dioxane (3 mL). The mixture was degassed with N2 for 10 min. The resulting mixture was irradiated in a microwave reactor at 140° C. for 1 hour and then cooled to room temperature. The mixture was filtered through Celite and concentrated under reduced press... The reactants are COC=1C(C(=C(C(C1OC)=O)CC=1C=C(C=CC1)CCC(=O)O)C)=O (3-[3-(5,6-dimethoxy-3-methyl-1,4-benzoquinon-2-ylmethyl)phenyl]propionic acid), C(C)(C)N (isopropylamine). The product is COC=1C(C(=C(C(C1OC)=O)CC=1C=C(C=CC1)CCC(=O)NC(C)C)C)=O (N-[3-[3-(5,6-dimethoxy-3-methyl-1,4-benzoquinon-2-ylmethyl)phenyl]propioyl]isopropylamine). Isolated yield 16.3%. As a reaction SMILES: [CH3:1][O:2][C:3]1[C:4](=[O:25])[C:5]([CH3:24])=[C:6]([CH2:12][C:13]2[CH:14]=[C:15]([CH2:19][CH2:20][C:21](O)=[O:22])[CH:16]=[CH:17][CH:18]=2)[C:7](=[O:11])[C:8]=1[O:9][CH3:10].[CH:26]([NH2:29])([CH3:28])[CH3:27]>>[CH3:1][O:2][C:3]1[C:4](=[O:25])[C:5]([CH3:24])=[C:6]([CH2:12][C:13]2[CH:14]=[C:15]([CH2:19][CH2:20][C:21]([NH:29][CH:26]([CH3:28])[CH3:27])=[O:22])[CH:16]=[CH:17][CH:18]=2)[C:7](=[O:11])[C:8]=1[O:9][CH3:10]. Procedure details: 3-[3-(5,6-dimethoxy-3-methyl-1,4-benzoquinon-2-ylmethyl)phenyl]propionic acid (65 mg, 0.19 mmol) obtained in Example 31 and isopropylamine (0.019 ml, 0.21 mmol) were used, and a method similar to that described in Example 24 was employed to obtain the title compound (12 mg, 0.031 mmol, yield 16%). Starting materials: [Br-], C=C[Mg+], CCC1(O)OC(=O)c2ccc(Oc3ccc(C(F)(F)F)cc3Cl)cc21, Cl, C1CCOC1. Product: C=CC1(CC)OC(=O)c2ccc(Oc3ccc(C(F)(F)F)cc3Cl)cc21. As a reaction SMILES: [Br-:1].[CH:2](=[CH2:3])[Mg+:4].[Cl:5][c:6]1[c:7]([O:8][c:9]2[cH:10][c:11]3[c:16]([cH:17][cH:18]2)[C:14](=[O:15])[O:13][C:12]3([OH:19])[CH2:20][CH3:21])[cH:22][cH:23][c:24]([C:26]([F:27])([F:28])[F:29])[cH:25]1.[ClH:30].[O:31]1[CH2:32][CH2:33][CH2:34][CH2:35]1>>[CH:2](=[CH2:3])[C:12]1([CH2:20][CH3:21])[c:11]2[cH:10][c:9]([O:8][c:7]3[c:6]([Cl:5])[cH:25][c:24]([C:26]([F:27])([F:28])[F:29])[cH:23][cH:22]3)[cH:18][cH:17][c:16]2[C:14](=[O:15])[O:13]1.